The task is: describe an organic reaction: reactants, conditions, products, and yield. This data is from the Open Reaction Database (ORD), a public repository of structured organic reaction records. Starting materials: O (water), S(=O)(Cl)Cl (Thionyl chloride), FC(C(C(=O)O)(C)O)(F)F (3,3,3-trifluoro-2-hydroxy-2-methylpropanoic acid), NC=1SC(=CC1)S(=O)(=O)C1=CC=CC=C1 (2-amino-5-(phenylsulfonyl)thiophene). The solvent is CN(C(C)=O)C (N,N-dimethylacetamide). Reaction conditions: time 1 hour. Product: C1(=CC=CC=C1)S(=O)(=O)C1=CC=C(S1)NC(C(C(F)(F)F)(C)O)=O (N-[5-(Phenylsulfonyl)thien-2-yl]-3,3,3-trifluoro-2-hydroxy-2-methylpropanamide). Reaction SMILES: S(Cl)(Cl)=O.[F:5][C:6]([F:14])([F:13])[C:7]([OH:12])([CH3:11])[C:8](O)=[O:9].[NH2:15][C:16]1[S:17][C:18]([S:21]([C:24]2[CH:29]=[CH:28][CH:27]=[CH:26][CH:25]=2)(=[O:23])=[O:22])=[CH:19][CH:20]=1.O>CN(C)C(=O)C>[C:24]1([S:21]([C:18]2[S:17][C:16]([NH:15][C:8](=[O:9])[C:7]([OH:12])([CH3:11])[C:6]([F:14])([F:13])[F:5])=[CH:20][CH:19]=2)(=[O:23])=[O:22])[CH:25]=[CH:26][CH:27]=[CH:28][CH:29]=1. Reported procedure: Thionyl chloride (80 μl, 1.1 mmol) is added to 3,3,3-trifluoro-2-hydroxy-2-methylpropanoic acid (170 mg, 1.08 mmol) in 5 ml of N,N-dimethylacetamide at -15°/-10° C. and the mixture is stirred at this temperature for one hour. After adding 2-amino-5-(phenylsulfonyl)thiophene (170 mg, 0.710 mmol) and equilibration to room temperature and after the reaction has ended, the reaction mixture is poured into 200 ml of water and subjected to extraction with 3×100 ml of ethyl acetate. The combined organic... The reactants are C(C)(=O)NC1CCNCC1 (4-acetamidopiperidine), C([O-])([O-])=O.[K+].[K+] (potassium carbonate), ClC1=NC(=CC=C1)Cl (2.6-dichloropyridine). Solvent: alcohol. Reaction conditions: time 40 hour. Yields the product C(C)(=O)NC1CCN(CC1)C1=NC(=CC=C1)Cl (4-acetamido-1-(6-chloro-2-pyridyl)piperidine). Yield: 78.6%. Reaction SMILES: [C:1]([NH:4][CH:5]1[CH2:10][CH2:9][NH:8][CH2:7][CH2:6]1)(=[O:3])[CH3:2].C(=O)([O-])[O-].[K+].[K+].[Cl:17][C:18]1[CH:23]=[CH:22][CH:21]=[C:20](Cl)[N:19]=1>>[C:1]([NH:4][CH:5]1[CH2:10][CH2:9][N:8]([C:20]2[CH:21]=[CH:22][CH:23]=[C:18]([Cl:17])[N:19]=2)[CH2:7][CH2:6]1)(=[O:3])[CH3:2] |f:1.2.3|. Procedure details: A suspension of 175.5 g of 4-acetamidopiperidine, 269.7 g of potassium carbonate and 182.5 g of 2.6-dichloropyridine in 1600 ml of n.penytylic alcohol is heated at reflux with stirring for 40 hours. The reaction mixture is cooled, the solvent is removed under reduced pressure and the residue is taken up with 100 mlof water. The solid product is extracted with 2000 ml of methylene chloride, the organic phase is washed with water, it is dried over anhydrous sodium sulfate and evaporated to dryness... Product: C(N)(=O)N1C(C(C2=CC(=C(C=C12)Cl)F)=C(OC(C)OC(=O)OCC(=O)N(C)C)C=1SC=CC1)=O ({1-[(1-Carbamoyl-6-chloro-5-fluoro-2-oxo-1,2-dihydro-indol-3-ylidene)-thiophen-2-ylmethoxy]-ethoxycarbonyloxy}-N,N-dimethylacetamide). RXN SMILES: [OH:1][C:2]([C:18]1[S:19][CH:20]=[CH:21][CH:22]=1)=[C:3]1[C:11]2[C:6](=[CH:7][C:8]([Cl:13])=[C:9]([F:12])[CH:10]=2)[N:5]([C:14]([NH2:16])=[O:15])[C:4]1=[O:17].[CH3:23][N:24]([CH3:35])[C:25](=[O:34])[CH2:26][O:27][C:28]([O:30][CH:31](I)[CH3:32])=[O:29]>CC(C)=O>[C:14]([N:5]1[C:6]2[C:11](=[CH:10][C:9]([F:12])=[C:8]([Cl:13])[CH:7]=2)[C:3](=[C:2]([C:18]2[S:19][CH:20]=[CH:21][CH:22]=2)[O:1][CH:31]([O:30][C:28]([O:27][CH2:26][C:25]([N:24]([CH3:23])[CH3:35])=[O:34])=[O:29])[CH3:32])[C:4]1=[O:17])(=[O:15])[NH2:16]. The solvent is CC(=O)C (acetone). Conditions: time 90 hour. Yield: 8.7%. Procedure: The tetrabutylammonium salt of 3-[hydroxy-(2-thienyl)methylene]-6-chloro-5-fluoro-2,3-dihydro-2-oxo-1H-indole-1-carboxamide (6.25 g) and N, N-dimethyl-(1-iodoethoxy)carbonyloxyacetamide (5.55 g) were combined in 60 mL of acetone, and the solution stirred for 90 hr. at 20° C. The precipitate present was removed by filtration and dried in vacuo. The solids were chromatographed on silica gel, eluting with 90:10 chloroform:acetone. Fractions containing the title product were combined and evaporated.... Reactants: tetrabutylammonium salt, OC(=C1C(N(C2=CC(=C(C=C12)F)Cl)C(=O)N)=O)C=1SC=CC1 (3-[hydroxy-(2-thienyl)methylene]-6-chloro-5-fluoro-2,3-dihydro-2-oxo-1H-indole-1-carboxamide), CN(C(COC(=O)OC(C)I)=O)C (N, N-dimethyl-(1-iodoethoxy)carbonyloxyacetamide).